This data is from the Open Reaction Database (ORD), a public repository of structured organic reaction records. The task is: describe an organic reaction: reactants, conditions, products, and yield Reactants: C(=O)(Cl)Cl (phosgene), C=1C=CC2=C(C1)C=CC=3C=CC=CC3N2 (Iminostilbene), C(CN)N (ethylenediamine). The solvent is C1(=CC=CC=C1)C (toluene), C1(=CC=CC=C1)C (toluene). Run at temperature 0 celsius. The product is C=1C=CC2=C(C1)C=CC=3C=CC=CC3N2C(=O)N.CCN (carbamazepine N-beta-ethylamine). RXN SMILES: [CH:1]1[CH:2]=[CH:3][C:4]2[NH:15][C:14]3[CH:13]=[CH:12][CH:11]=[CH:10][C:9]=3[CH:8]=[CH:7][C:5]=2[CH:6]=1.[C:16](Cl)(Cl)=[O:17].[CH2:20](N)[CH2:21][NH2:22]>C1(C)C=CC=CC=1>[CH:1]1[CH:2]=[CH:3][C:4]2[N:15]([C:16]([NH2:22])=[O:17])[C:14]3[CH:13]=[CH:12][CH:11]=[CH:10][C:9]=3[CH:8]=[CH:7][C:5]=2[CH:6]=1.[CH3:20][CH2:21][NH2:22] |f:4.5|. Reported procedure: Iminostilbene (1.93 g) is dissolved in anhydrous toluene (50 ml). This solution is added dropwise with stirring to 10 ml of a 12.5% w/w solution of phosgene in toluene (1.1 g of phosgene) and the mixture heated under reflux with exclusion of moisture for 1 h. To the solution at 0° C. is added 1.3 ml (1.2 g) of freshly re-distilled ethylenediamine and the mixture heated under reflux with exclusion of moisture for 3h. On cooling to 0° C. a white precipitate forms, and is separated by filtration. T... The reactants are C1CCOC1, COC(=O)C(=O)N1CCSc2ccc(OC)cc2C1, CO, Cl, [Na+], [OH-]. Yields the product COc1ccc2c(c1)CN(C(=O)C(=O)O)CCS2. Reaction SMILES: [CH2:21]1[O:22][CH2:23][CH2:24][CH2:25]1.[CH3:1][O:2][c:3]1[cH:4][cH:5][c:6]2[c:7]([cH:19]1)[CH2:8][N:9]([C:13]([C:14](=[O:15])[O:16][CH3:17])=[O:18])[CH2:10][CH2:11][S:12]2.[CH3:26][OH:27].[ClH:20].[Na+:29].[OH-:28]>>[CH3:1][O:2][c:3]1[cH:4][cH:5][c:6]2[c:7]([cH:19]1)[CH2:8][N:9]([C:13]([C:14](=[O:15])[OH:16])=[O:18])[CH2:10][CH2:11][S:12]2. Starting materials: O (water), CC1=C(C(O)=CC=C1)O (3-methylcatechol), [OH-].[Na+] (sodium hydroxide), ClCCl (dichloromethane). Run in CS(=O)C (dimethylsulfoxide), C(Cl)(Cl)Cl (chloroform). Reaction conditions: temperature 120 celsius. Yields the product CC1=CC=CC=2OCOC21 (4-methyl-1,3-benzodioxole). Reaction SMILES: [CH3:1][C:2]1[CH:8]=[CH:7][CH:6]=[C:4]([OH:5])[C:3]=1[OH:9].[OH-].[Na+].Cl[CH2:13]Cl.O>CS(C)=O.C(Cl)(Cl)Cl>[CH3:1][C:2]1[C:3]2[O:9][CH2:13][O:5][C:4]=2[CH:6]=[CH:7][CH:8]=1 |f:1.2|. Reported procedure: To a stirred solution of 11.00 g of 3-methylcatechol and 7.09 g of sodium hydroxide in 10 mL of dry dimethylsulfoxide is added 6.34 mL of dichloromethane. A reflux condenser is attached and the mixture heated in an oil bath to 120° C. for 30 minutes. The mixture is allowed to cool to room temperature and then is distributed between 50 mL of water and 200 mL of chloroform. The chloroform layer is dried over magnesium sulfate and concentrated under reduced pressure to yield a red liquid, which is ... Reaction SMILES: NC1C=[C:6]([O:8]C)[CH:5]=CC=1CCO.ClC1C=C[C:17]([O:20]C)=[CH:16]C=1[N+]([O-])=O.NC1C=C(OC)C=CC=1C(CO)CO.[CH3:39][O:40][C:41]1[CH:46]=[CH:45][C:44]([CH:47]([CH2:50][OH:51])[CH2:48][OH:49])=[C:43]([N+:52]([O-:54])=[O:53])[CH:42]=1>>[CH3:39][O:40][C:41]1[CH:46]=[CH:45][C:44]([CH:47]([C:48]([O:20][CH2:17][CH3:16])=[O:49])[C:50]([O:8][CH2:6][CH3:5])=[O:51])=[C:43]([N+:52]([O-:54])=[O:53])[CH:42]=1. Procedure details: In particular, 2-(2-amino-4-methoxyphenyl)ethanol may be prepared from 1-chloro-4-methoxy-2-nitrobenzene using conventional procedures, known by one skilled in the art and described in the literature (Bioorg. Med. Chem, 2004). Similarly, 2-(2-amino-4-methoxyphenyl)propane-1,3-diol may be prepared by hydrogenation of 2-(4-methoxy-2-nitrophenyl)propane-1,3-diol obtained by reduction of diethyl (4-methoxy-2-nitrophenyl)malonate. Also, 5-methoxy-2-(2-methoxyethyl)aniline may be prepared by reduction... Yields the product COC1=CC(=C(C=C1)C(C(=O)OCC)C(=O)OCC)[N+](=O)[O-] (diethyl (4-methoxy-2-nitrophenyl)malonate). Starting materials: NC1=C(C=CC(=C1)OC)CCO (2-(2-amino-4-methoxyphenyl)ethanol), ClC1=C(C=C(C=C1)OC)[N+](=O)[O-] (1-chloro-4-methoxy-2-nitrobenzene), NC1=C(C=CC(=C1)OC)C(CO)CO (2-(2-amino-4-methoxyphenyl)propane-1,3-diol), COC1=CC(=C(C=C1)C(CO)CO)[N+](=O)[O-] (2-(4-methoxy-2-nitrophenyl)propane-1,3-diol).